Dataset: the Open Reaction Database (ORD), a public repository of structured organic reaction records. Task: describe an organic reaction: reactants, conditions, products, and yield Reactants: CC(C)(C)O, CCCC[O-], OC(c1ccccc1)c1ccccc1, Fc1ccc(C(OCCCN2CCN(CCCl)CC2)c2ccccc2)cc1, [K]. Product: Fc1ccc(C(OCCCN2CCN(CCOC(c3ccccc3)c3ccccc3)CC2)c2ccccc2)cc1. As a reaction SMILES: [C:48]([OH:49])([CH3:50])([CH3:51])[CH3:52].[CH3:16][CH2:17][CH2:18][CH2:19][O-:20].[CH:1]([c:2]1[cH:3][cH:4][cH:5][cH:6][cH:7]1)([c:8]1[cH:9][cH:10][cH:11][cH:12][cH:13]1)[OH:14].[F:21][c:22]1[cH:23][cH:24][c:25]([CH:28]([O:29][CH2:30][CH2:31][CH2:32][N:33]2[CH2:34][CH2:35][N:36]([CH2:39][CH2:40][Cl:41])[CH2:37][CH2:38]2)[c:42]2[cH:43][cH:44][cH:45][cH:46][cH:47]2)[cH:26][cH:27]1.[K:15]>>[CH:1]([c:2]1[cH:3][cH:4][cH:5][cH:6][cH:7]1)([c:8]1[cH:9][cH:10][cH:11][cH:12][cH:13]1)[O:14][CH2:40][CH2:39][N:36]1[CH2:35][CH2:34][N:33]([CH2:32][CH2:31][CH2:30][O:29][CH:28]([c:25]2[cH:24][cH:23][c:22]([F:21])[cH:27][cH:26]2)[c:42]2[cH:43][cH:44][cH:45][cH:46][cH:47]2)[CH2:38][CH2:37]1. Starting materials: C(C=C)N (allylamine), C(#N)NC(SC)=NCCSCC1=C(N=CN1)C (N-cyano-N'-[2-((4-methyl-5-imidazolyl)methylthio)ethyl]-S-methylisothiourea). Solvent: C(C)#N (acetonitrile). Yields the product C(C=C)NC(=NCCSCC1=C(N=CN1)C)NC#N (N-Allyl-N'-cyano-N"-[2-((4-methyl-5-imidazolyl)methylthio)ethyl]guanidine). RXN SMILES: [CH2:1]([NH2:4])[CH:2]=[CH2:3].[C:5]([NH:7][C:8](=[N:11][CH2:12][CH2:13][S:14][CH2:15][C:16]1[NH:20][CH:19]=[N:18][C:17]=1[CH3:21])SC)#[N:6]>C(#N)C>[CH2:1]([NH:4][C:8]([NH:7][C:5]#[N:6])=[N:11][CH2:12][CH2:13][S:14][CH2:15][C:16]1[NH:20][CH:19]=[N:18][C:17]=1[CH3:21])[CH:2]=[CH2:3]. Procedure: Reaction of allylamine and N-cyano-N'-[2-((4-methyl-5-imidazolyl)methylthio)ethyl]-S-methylisothiourea by the procedure of Example 11 afforded the title compound, m.p. 113°-114° C. (from acetonitrile) Reactants: C(C)(C)(C)OC(=O)NC=1C(=NC(=NC1C)OCC(=O)O)C (2-(5-(tert-butoxycarbonylamino)-4,6-dimethylpyrimidine-2-yloxy)acetic acid), NC1CCN(CC1)CC1=CC=CC=C1 (4-amino-1-benzylpiperidine), C(C1=CC=CC=C1)N1CCC(CC1)NC(COC1=NC(=C(C(=N1)C)NC(OC(C)(C)C)=O)C)=O (tert-butyl 2-(2-(1-benzylpiperidine-4-ylamino)-2-oxoethoxy)-4,6-dimethyl-pyrimidine-5-ylcarbamate). Product: C(C1=CC=CC=C1)N1CCC(CC1)NC(COC1=NC(=C(C(=N1)C)NC(OC(C)(C)C)=O)C)=O (Tert-butyl 2-(2-(1-benzylpiperidine-4-ylamino)-2-oxoethoxy)-4,6-dimethyl-pyrimidine-5-ylcarbamate), CC1=NC(=NC(=C1NC(OC(C)(C)C)=O)C)OCC(NC1CCNCC1)=O (tert-butyl 4,6-dimethyl-2-(2-oxo-2-(piperidine-4-ylamino)ethoxy)pyrimidine-5-ylcarbamate). RXN SMILES: C(OC(NC1C(C)=NC(OCC(O)=O)=NC=1C)=O)(C)(C)C.NC1CCN(CC2C=CC=CC=2)CC1.[CH2:36]([N:43]1[CH2:48][CH2:47][CH:46]([NH:49][C:50](=[O:69])[CH2:51][O:52][C:53]2[N:58]=[C:57]([CH3:59])[C:56]([NH:60][C:61](=[O:67])[O:62][C:63]([CH3:66])([CH3:65])[CH3:64])=[C:55]([CH3:68])[N:54]=2)[CH2:45][CH2:44]1)[C:37]1[CH:42]=[CH:41][CH:40]=[CH:39][CH:38]=1>>[CH2:36]([N:43]1[CH2:44][CH2:45][CH:46]([NH:49][C:50](=[O:69])[CH2:51][O:52][C:53]2[N:54]=[C:55]([CH3:68])[C:56]([NH:60][C:61](=[O:67])[O:62][C:63]([CH3:65])([CH3:66])[CH3:64])=[C:57]([CH3:59])[N:58]=2)[CH2:47][CH2:48]1)[C:37]1[CH:38]=[CH:39][CH:40]=[CH:41][CH:42]=1.[CH3:59][C:57]1[C:56]([NH:60][C:61](=[O:67])[O:62][C:63]([CH3:66])([CH3:64])[CH3:65])=[C:55]([CH3:68])[N:54]=[C:53]([O:52][CH2:51][C:50](=[O:69])[NH:49][CH:46]2[CH2:47][CH2:48][NH:43][CH2:44][CH2:45]2)[N:58]=1. Procedure details: Tert-butyl 2-(2-(1-benzylpiperidine-4-ylamino)-2-oxoethoxy)-4,6-dimethyl-pyrimidine-5-ylcarbamate was synthesized from Compound 9 and 4-amino-1-benzylpiperidine in the same manner as in Example 49. The title compound was then synthesized from tert-butyl 2-(2-(1-benzylpiperidine-4-ylamino)-2-oxoethoxy)-4,6-dimethyl-pyrimidine-5-ylcarbamate in the same manner as in Example 31. The product is CCCCc1ccc(NC(=S)NC(=O)OC)c(N)c1. Reaction SMILES: [CH3:1][O:2][C:3](=[O:4])[NH:5][C:6](=[S:7])[NH:8][c:9]1[c:10]([N+:19]([O-:20])=[O:21])[cH:11][c:12]([CH2:15][CH2:16][CH2:17][CH3:18])[cH:13][cH:14]1.[CH3:27][OH:28].[Cl-:26].[Fe:30].[OH2:22].[OH2:23].[OH2:24].[OH2:25].[OH2:29]>>[CH3:1][O:2][C:3](=[O:4])[NH:5][C:6](=[S:7])[NH:8][c:9]1[c:10]([NH2:19])[cH:11][c:12]([CH2:15][CH2:16][CH2:17][CH3:18])[cH:13][cH:14]1. Starting materials: CCCCc1ccc(NC(=S)NC(=O)OC)c([N+](=O)[O-])c1, CO, [Cl-], [Fe], O, O, O, O, O. The reactants are C=O (formaline), P(OC)(OC)[O-] (dimethyl phosphite), Cl (hydrochloric acid), [OH-].[Na+] (sodium hydroxide), NCC(=O)O (glycine). The solvent is O (water). Conditions: time 10 minute. Yields the product P(=O)(O)(O)CNCC(=O)O (N-phosphonomethyl-glycine). Yield: 65.0%. RXN SMILES: [CH2:1]=O.[OH-].[Na+].[NH2:5][CH2:6][C:7]([OH:9])=[O:8].[P:10]([O-:15])([O:13]C)[O:11]C.Cl>O>[P:10]([CH2:1][NH:5][CH2:6][C:7]([OH:9])=[O:8])([OH:15])([OH:13])=[O:11] |f:1.2|. Procedure details: 8.6 g. of 37% formaline (= 0.1 moles of formaldehyde) are added to a stirred solution of 4.0 g. (0.1 moles) of sodium hydroxide and 7.5 g. (0.1 moles) of glycine in 40 ml. of water. After 10 minutes of stirring at 0° to 5° C, 11 g. (0.1 moles) of dimethyl phosphite are added, and stirring is continued for 2 hours at 90° to 100° C. The mixture is acidified with 60 ml. of concentrated hydrochloric acid, and stirred for further 2 hours at 90° to 100° C. The obtained solution is evaporated to drynes... The reactants are C(C)(C)(C)OCl (t-butylhypochlorite), C(C)OC(=O)C1OCC2=C(C=CC(=C2C1)OC)OC (Ethyl(5,8-dimethoxyisochroman-3-yl)formate). The solvent is C(Cl)Cl (CH2Cl2). Conditions: time 3 hour. Yields the product C(C)OC(=O)C1OCC2=C(C(=CC(=C2C1)OC)Cl)OC (Ethyl(7-chloro-5,8-dimethoxyisochroman-3-yl)formate). The yield is 46.0%. RXN SMILES: C(O[Cl:6])(C)(C)C.[CH2:7]([O:9][C:10]([CH:12]1[CH2:21][C:20]2[C:15](=[C:16]([O:24][CH3:25])[CH:17]=[CH:18][C:19]=2[O:22][CH3:23])[CH2:14][O:13]1)=[O:11])[CH3:8]>C(Cl)Cl>[CH2:7]([O:9][C:10]([CH:12]1[CH2:21][C:20]2[C:15](=[C:16]([O:24][CH3:25])[C:17]([Cl:6])=[CH:18][C:19]=2[O:22][CH3:23])[CH2:14][O:13]1)=[O:11])[CH3:8]. Procedure: Under argon and at room temperature, was added dropwise 0.820 g (7.6 mmol) of t-butylhypochlorite to a stirred solution containing 1.973 g (7.4 mmol) of the isochroman from step 5 in 75 ml of anhydrous CH2Cl2. The reaction mixture was stirred for 3 hours and then washed successively with 25 ml portions of saturated aqueous sodium thiosulfate, water and brine. After drying over Na2SO4, the organic layer was evaporated and the residue was flash chromatographed with 2.5% ethyl acetate in toluene as...